Dataset: the Open Reaction Database (ORD), a public repository of structured organic reaction records. Task: describe an organic reaction: reactants, conditions, products, and yield Starting materials: N12CC(C(CC1)CC2)O ((RS)-3-quinuclidinol), C=1C=CC(=CC1)[C@H]2C=3C=CC=CC3CCN2C(=O)O[C@H]4CN5CCC4CC5 (Solifenacin). Product: C1(=CC=CC=C1)[C@@H]1N(CCC2=CC=CC=C12)C(=O)OCC ((1S)-ethyl 1-phenyl-1,2,3,4-tetrahydro-2-isoquinolinecarboxylate). Reaction SMILES: N12CCC(CC1)C(O)C2.[CH:10]1[CH:11]=[CH:12][C:13]([C@@H:16]2[N:25]([C:26]([O:28][C@@H:29]3C4CCN(CC4)[CH2:30]3)=[O:27])[CH2:24][CH2:23][C:22]3[CH:21]=[CH:20][CH:19]=[CH:18][C:17]2=3)=[CH:14][CH:15]=1>>[C:13]1([C@H:16]2[C:17]3[C:22](=[CH:21][CH:20]=[CH:19][CH:18]=3)[CH2:23][CH2:24][N:25]2[C:26]([O:28][CH2:29][CH3:30])=[O:27])[CH:12]=[CH:11][CH:10]=[CH:15][CH:14]=1. Procedure details: This solution was taken for condensation reaction with (RS)-3-quinuclidinol in the next stage to prepare Solifenacin and its diastereomer. Starting materials: O=C1c2ccccc2C(=O)N1CCCCCBr, Cc1nc2cccc3c(=O)[nH]c1n23, [H-], [Na+], CN(C)C=O, O. Yields the product Cc1nc2cccc3c(=O)n(CCCCCN4C(=O)c5ccccc5C4=O)c1n23. RXN SMILES: [Br:16][CH2:17][CH2:18][CH2:19][CH2:20][CH2:21][N:22]1[C:23](=[O:32])[c:24]2[c:25]([cH:28][cH:29][cH:30][cH:31]2)[C:26]1=[O:27].[CH3:1][c:2]1[n:3][c:4]2[cH:5][cH:6][cH:7][c:8]3[n:9]2[c:10]1[nH:11][c:12]3=[O:13].[H-:14].[Na+:15].[O:34]=[CH:35][N:36]([CH3:37])[CH3:38].[OH2:33]>>[CH3:1][c:2]1[n:3][c:4]2[cH:5][cH:6][cH:7][c:8]3[n:9]2[c:10]1[n:11]([CH2:17][CH2:18][CH2:19][CH2:20][CH2:21][N:22]1[C:23](=[O:32])[c:24]2[c:25]([cH:28][cH:29][cH:30][cH:31]2)[C:26]1=[O:27])[c:12]3=[O:13]. The reactants are ClC1=NC=C(C=C1)CC1C([N-]C=C1)=S (3-(2-chloropyrid-5-yl-methyl)-pyrrolide-2-thione), [H-].[Na+] (sodium hydride), CI (methyl iodide). The solvent is CN(C=O)C (dimethylformamide). Conditions: time 20 minute. Product: ClC1=NC=C(C=C1)CC1C(=NCC1)SC (3-(2-Chloropyrid-5-yl-methyl)-2-methylthio-1-azacyclopentene), compound 3.2. Reaction SMILES: [Cl:1][C:2]1[CH:7]=[CH:6][C:5]([CH2:8][CH:9]2[CH:13]=[CH:12][N-:11][C:10]2=[S:14])=[CH:4][N:3]=1.[H-].[Na+].[CH3:17]I>CN(C)C=O>[Cl:1][C:2]1[CH:7]=[CH:6][C:5]([CH2:8][CH:9]2[CH2:13][CH2:12][N:11]=[C:10]2[S:14][CH3:17])=[CH:4][N:3]=1 |f:1.2|. Procedure: 0.6 g of 3-(2-chloropyrid-5-yl-methyl)-pyrrolide-2-thione are added to a mixture of 0.1 g of sodium hydride (50% in oil) and 10 ml of dimethylformamide. The mixture is stirred for 20 minutes at room temperature and then 0.38 g of methyl iodide is added. The reaction mixture is stirred for a further 30 minutes at room temperature, poured onto icewater and extracted with ethyl acetate. The organic phase is dried over magnesium sulfate and concentrated to dryness by evaporation in vacuo. The title ... The reactants are C(CCCCCCCCCCC)(=O)O (lauric acid), aqueous solution, [N+](=O)([O-])[O-].[Ag+] (silver nitrate), silver ion, [N+](=O)([O-])[O-].[Ag+] (silver nitrate), 11g, C(CCCCCCCCCCC)(=O)O (lauric acid), dilute aqueous solution, [N+](=O)(O)[O-] (nitric acid). The solvent is C(C)(=O)OCCCC (butyl acetate). The product is C(CCCCCCCCCCC)(=O)[O-].[Ag+] (Silver laurate). As a reaction SMILES: [C:1]([OH:14])(=[O:13])[CH2:2][CH2:3][CH2:4][CH2:5][CH2:6][CH2:7][CH2:8][CH2:9][CH2:10][CH2:11][CH3:12].[N+]([O-])(O)=O.[N+]([O-])([O-])=O.[Ag+:23]>C(OCCCC)(=O)C>[C:1]([O-:14])(=[O:13])[CH2:2][CH2:3][CH2:4][CH2:5][CH2:6][CH2:7][CH2:8][CH2:9][CH2:10][CH2:11][CH3:12].[Ag+:23] |f:2.3,5.6|. Procedure details: A solution of 11g of lauric acid in 100ml of butyl acetate was maintained at 10° C, and with stirring with a stirrer 100ml of a dilute aqueous solution of nitric acid (having a pH of 2.0 at 25° C) was mixed with the above solution. With continued stirring, 50ml of an aqueous solution (cooled to 0° C) of a silver nitrate.ammonium complex salt containing 8.5g of silver nitrate was added over the course of 1 minute to allow the lauric acid to react with the silver ion. Silver laurate crystals were ... Conditions: time 15 minute. The product is C(C1=CC=CC=C1)OC(CC1C(C(N1)=O)C(C)(C)F)=O ((3RS,4RS)-3-(1-fluoro-1-methylethyl)-2-oxoazetidine-4-yl-acetic acid benzylester). Reactants: O (water), C(C)N(CC)S(F)(F)F (diethylaminosulphurtrifluoride), [F-].[K+] (potassium fluoride), C(C1=CC=CC=C1)OC(CC1C(C(N1)=O)C(C)(C)O)=O ((3SR,4RS)-3-(1-hydroxy-1-methyethyl)-2-oxoazetidine-4-yl acetic acid benzylester). Solvent: ClCCl (dichloromethane), ClCCl (dichloromethane), ClCCl (dichloromethane). Procedure: To a -78° cold solution of 3 ml of diethylaminosulphurtrifluoride and 1.7 g of potassium fluoride in 80 ml of dichloromethane is added a solution of 3.2 g of (3SR,4RS)-3-(1-hydroxy-1-methyethyl)-2-oxoazetidine-4-yl acetic acid benzylester in 170 ml of dichloromethane. This mixture is stirred for 15 minutes at -78° and then mixed with water. After addition of further dichloromethane the phases are separated and the organic phase washed with saturated NaCl, dried over MgSO4 and evaporated to dryne... RXN SMILES: C(N(S(F)(F)[F:7])CC)C.[F-].[K+].[CH2:12]([O:19][C:20](=[O:31])[CH2:21][CH:22]1[NH:25][C:24](=[O:26])[CH:23]1[C:27](O)([CH3:29])[CH3:28])[C:13]1[CH:18]=[CH:17][CH:16]=[CH:15][CH:14]=1.O>ClCCl>[CH2:12]([O:19][C:20](=[O:31])[CH2:21][CH:22]1[NH:25][C:24](=[O:26])[CH:23]1[C:27]([F:7])([CH3:29])[CH3:28])[C:13]1[CH:18]=[CH:17][CH:16]=[CH:15][CH:14]=1 |f:1.2|.